Dataset: the Open Reaction Database (ORD), a public repository of structured organic reaction records. Task: describe an organic reaction: reactants, conditions, products, and yield RXN SMILES: [F:1][C:2]1[CH:3]=[C:4]([C:26](O)([CH3:28])[CH3:27])[CH:5]=[CH:6][C:7]=1[C:8]1[S:9][C:10]2[C:15]([N:16]=1)=[CH:14][CH:13]=[C:12]([C:17]1([C:20]3[CH:25]=[CH:24][CH:23]=[CH:22][CH:21]=3)[CH2:19][CH2:18]1)[N:11]=2.[Cl:30][CH2:31][C:32]#[N:33].C(O)(=[O:36])C.S(=O)(=O)(O)O>C(Cl)Cl>[Cl:30][CH2:31][C:32]([NH:33][C:26]([C:4]1[CH:5]=[CH:6][C:7]([C:8]2[S:9][C:10]3[C:15]([N:16]=2)=[CH:14][CH:13]=[C:12]([C:17]2([C:20]4[CH:25]=[CH:24][CH:23]=[CH:22][CH:21]=4)[CH2:18][CH2:19]2)[N:11]=3)=[C:2]([F:1])[CH:3]=1)([CH3:28])[CH3:27])=[O:36]. Yields the product ClCC(=O)NC(C)(C)C1=CC(=C(C=C1)C=1SC2=NC(=CC=C2N1)C1(CC1)C1=CC=CC=C1)F (2-chloro-N-(2-(3-fluoro-4-(5-(1-phenylcyclopropyl)-thiazolo[5,4-b]pyridine-2-yl)phenyl)propan-2-yl)acetamide). Solvent: C(Cl)Cl (CH2Cl2). Reaction conditions: time 4 hour. The reactants are S(O)(O)(=O)=O (sulfuric acid), FC=1C=C(C=CC1C=1SC2=NC(=CC=C2N1)C1(CC1)C1=CC=CC=C1)C(C)(C)O (2-(3-fluoro-4-(5-(1-phenylcyclopropyl)thiazolo[5,4-b]pyridine-2-yl)phenyl)propan-2-ol), ClCC#N (2-chloroacetonitrile), C(C)(=O)O (acetic acid). Reported procedure: To 2-(3-fluoro-4-(5-(1-phenylcyclopropyl)thiazolo[5,4-b]pyridine-2-yl)phenyl)propan-2-ol (0.715 g, 1.77 mmol) at 0° C. under argon was added 2-chloroacetonitrile (0.67 mL, 10.6 mmol), followed by acetic acid (1.4 mL) and sulfuric acid (0.90 mL). The resulting yellow reaction mixture was warmed to room temperature and stirred for 4 hours, during which LC-MS indicated completion of reaction. The reaction mixture was diluted with CH2Cl2 and washed with saturated NaHCO3 solution and brine; dried (Mg... Starting materials: NC1=NC(=NC(=C1)C)C (4-amino-2,6-dimethylpyrimidine), COC(=O)C1=C(C=CC=C1)S(=O)(=O)N=C=O (2-methoxycarbonylbenzenesulfonylisocyanate). Run in C(C)#N (acetonitrile). Product: CC1=NC(=CC(=N1)NC(=O)NS(=O)(=O)C1=C(C=CC=C1)C(=O)OC)C (N-[(2,6-dimethylpyrimidin-4-yl)aminocarbonyl]2-methoxycarbonylbenzenesulfonamide). As a reaction SMILES: [NH2:1][C:2]1[CH:7]=[C:6]([CH3:8])[N:5]=[C:4]([CH3:9])[N:3]=1.[CH3:10][O:11][C:12]([C:14]1[CH:19]=[CH:18][CH:17]=[CH:16][C:15]=1[S:20]([N:23]=[C:24]=[O:25])(=[O:22])=[O:21])=[O:13]>C(#N)C>[CH3:9][C:4]1[N:3]=[C:2]([NH:1][C:24]([NH:23][S:20]([C:15]2[CH:16]=[CH:17][CH:18]=[CH:19][C:14]=2[C:12]([O:11][CH3:10])=[O:13])(=[O:22])=[O:21])=[O:25])[CH:7]=[C:6]([CH3:8])[N:5]=1. Procedure details: To a suspension of 1.2 g of 4-amino-2,6-dimethylpyrimidine in 30 ml of dry acetonitrile with stirring was added 2.4 g of 2-methoxycarbonylbenzenesulfonylisocyanate. The mixture was stirred for two hours at ambient temperature, allowed to stand for sixteen hours and the desired product, which had precipitated, was removed by filtration and washed with butyl chloride to yield 2.4 g, m.p. 125°-127°. The product showed absorption peaks by Nuclear Magnetic Resource at 4.0, 2.62 and 2.9 ppm; consisten... Starting materials: B, [BH4-], CO, COc1ccc(C(C#N)(CCCC2=[N+](C)Cc3cc(OC)c(OC)cc3C2)C(C)C)cc1OC, [Cl-], [Na+]. Yields the product COc1ccc(C(C#N)(CCCC2Cc3cc(OC)c(OC)cc3CN2C)C(C)C)cc1OC. As a reaction SMILES: [BH3:1].[BH4-:2].[CH3:39][OH:40].[CH3:5][O:6][c:7]1[cH:8][c:9]([C:15]([CH2:16][CH2:17][CH2:18][C:19]2=[N+:20]([CH3:33])[CH2:21][c:22]3[cH:23][c:24]([O:31][CH3:32])[c:25]([O:29][CH3:30])[cH:26][c:27]3[CH2:28]2)([C:34]#[N:35])[CH:36]([CH3:37])[CH3:38])[cH:10][cH:11][c:12]1[O:13][CH3:14].[Cl-:4].[Na+:3]>>[CH3:5][O:6][c:7]1[cH:8][c:9]([C:15]([CH2:16][CH2:17][CH2:18][CH:19]2[N:20]([CH3:33])[CH2:21][c:22]3[cH:23][c:24]([O:31][CH3:32])[c:25]([O:29][CH3:30])[cH:26][c:27]3[CH2:28]2)([C:34]#[N:35])[CH:36]([CH3:37])[CH3:38])[cH:10][cH:11][c:12]1[O:13][CH3:14]. Starting materials: ClC1=CC=C2C(C(NC2=C1)=O)C (6-chloro-3-methyl-1,3-dihydro-indol-2-one), C(C1=CC=CC=C1)Br (benzyl bromide). The product is C(C1=CC=CC=C1)C1(C(NC2=CC(=CC=C12)Cl)=O)C (3-Benzyl-6-chloro-3-methyl-1,3-dihydro-indol-2-one). Reaction SMILES: [Cl:1][C:2]1[CH:10]=[C:9]2[C:5]([CH:6]([CH3:12])[C:7](=[O:11])[NH:8]2)=[CH:4][CH:3]=1.[CH2:13](Br)[C:14]1[CH:19]=[CH:18][CH:17]=[CH:16][CH:15]=1>>[CH2:13]([C:6]1([CH3:12])[C:5]2[C:9](=[CH:10][C:2]([Cl:1])=[CH:3][CH:4]=2)[NH:8][C:7]1=[O:11])[C:14]1[CH:19]=[CH:18][CH:17]=[CH:16][CH:15]=1. Procedure details: The title compound was prepared from 6-chloro-3-methyl-1,3-dihydro-indol-2-one (700 mg) following similar methods to those described in Preparation 185 using benzyl bromide instead of iodomethane to give the title compound (641 mg) as a white solid. MS: [M+H]+=272. Reactants: ClC1=NC(=CC=C1CO)Cl ((2,6-dichloropyridin-3-yl)methanol), CC(=O)OI1(C=2C=CC=CC2C(=O)O1)(OC(=O)C)OC(=O)C (Dess-Martin reagent). The solvent is C(Cl)Cl (CH2Cl2). Conditions: time 2 hour. The product is ClC1=C(C=O)C=CC(=N1)Cl (2,6-dichloronicotinaldehyde). The yield is 80.0%. RXN SMILES: [Cl:1][C:2]1[C:7]([CH2:8][OH:9])=[CH:6][CH:5]=[C:4]([Cl:10])[N:3]=1.CC(OI1(OC(C)=O)(OC(C)=O)OC(=O)C2C=CC=CC1=2)=O>C(Cl)Cl>[Cl:1][C:2]1[N:3]=[C:4]([Cl:10])[CH:5]=[CH:6][C:7]=1[CH:8]=[O:9]. Procedure: To a solution of (2,6-dichloropyridin-3-yl)methanol (1.0 g, 5.62 mmol) in CH2Cl2 (10 ml) was added Dess-Martin reagent (4.8 g, 11.24 mmol) at 26° C. After addition the mixture was stirred at room temperature for 2 h. Once the reaction was complete, the mixture was then quenched by adding 5% aqueous Na2S2O3 and stirred for 30 min. The resulting mixture was extracted with CH2Cl2 (2×30 ml). The combined organic layers were washed with saturated Na2S2O3 solution (50 ml), brine (30 ml), dried over Na... The reactants are O (water), [H-].[Na+] (Sodium hydride), C(C1=CC=CC=C1)N1N=C(C(=C1)CC(=O)OCC)O (ethyl 1-benzyl-3-hydroxy-1H-pyrazol-4-ylacetate), C(C)I (Ethyl iodide). Solvent: CN(C=O)C (N,N-dimethylformamide). Conditions: time 15 minute. The product is C(C1=CC=CC=C1)N1N=C(C(=C1)CC(=O)OCC)OCC (ethyl 1-benzyl-3-ethoxy-1H-pyrazol-4-ylacetate). Isolated yield 87.0%. RXN SMILES: [H-].[Na+].[CH2:3]([N:10]1[CH:14]=[C:13]([CH2:15][C:16]([O:18][CH2:19][CH3:20])=[O:17])[C:12]([OH:21])=[N:11]1)[C:4]1[CH:9]=[CH:8][CH:7]=[CH:6][CH:5]=1.[CH2:22](I)[CH3:23].O>CN(C)C=O>[CH2:3]([N:10]1[CH:14]=[C:13]([CH2:15][C:16]([O:18][CH2:19][CH3:20])=[O:17])[C:12]([O:21][CH2:22][CH3:23])=[N:11]1)[C:4]1[CH:5]=[CH:6][CH:7]=[CH:8][CH:9]=1 |f:0.1|. Procedure details: Sodium hydride (60%, oily, 1.20 g) was added to a solution of ethyl 1-benzyl-3-hydroxy-1H-pyrazol-4-ylacetate (7.81 g) in N,N-dimethylformamide (100 ml) at 0° C., which was stirred at room temperature for 15 minutes. Ethyl iodide (2.40 ml) was added to the mixture, which was stirred at room temperature for 1 hour. The reaction mixture was poured into water, which was extracted with ethyl acetate. The ethyl acetate layer was washed with saturated aqueous sodium chloride solution, dried (MgSO4), a... Reactants: FC1=CC=C(C=C1)C(CCC(CCC(=O)OCC)=O)=O (Ethyl 7-(4-fluorophenyl)-4,7-dioxoheptanoate), CC=1NC=CN1 (2-methyl-1H-imidazole), CS(=O)C (DMSO). Solvent: O (Water). Reaction conditions: temperature 180 celsius. Yields the product CC=1N(C=CN1)C1=CC=C(C=C1)C(CCC(CCC(=O)OCC)=O)=O (ethyl 7-(4-(2-methyl-1H-imidazol-1-yl)phenyl)-4,7-dioxoheptanoate). The yield is 27.1%. Reaction SMILES: F[C:2]1[CH:7]=[CH:6][C:5]([C:8](=[O:20])[CH2:9][CH2:10][C:11](=[O:19])[CH2:12][CH2:13][C:14]([O:16][CH2:17][CH3:18])=[O:15])=[CH:4][CH:3]=1.[CH3:21][C:22]1[NH:23][CH:24]=[CH:25][N:26]=1.CS(C)=O>O>[CH3:21][C:22]1[N:23]([C:2]2[CH:7]=[CH:6][C:5]([C:8](=[O:20])[CH2:9][CH2:10][C:11](=[O:19])[CH2:12][CH2:13][C:14]([O:16][CH2:17][CH3:18])=[O:15])=[CH:4][CH:3]=2)[CH:24]=[CH:25][N:26]=1. Reported procedure: Ethyl 7-(4-fluorophenyl)-4,7-dioxoheptanoate (2.00 g, 7.1 mmol) and 2-methyl-1H-imidazole (7.0 g, 86 mmol) were taken up into DMSO (4 mL). The mixture was heated to 180° C. under microwave for 72 min. Water (100 mL) was added and the mixture was extracted with ethyl acetate (50 mL×3). The combined organic layers were washed with brine (40 mL), dried over Na2SO4, filtered, concentrated and purified by silica gel column chromatography (DCM to DCM:MeOH=25:1) to afford the title compound as a dark b... Starting materials: COC1=CC2=C(C=C1)C1C(CN(CC1)C(=O)OC(C)(C)C)O2 (tert-butyl 7-methoxy-3,4,4a,9a-tetrahydro[1]benzofuro[2,3-c]pyridine-2(1H)-carboxylate), C(=O)(OC(C)(C)C)N1CC(C=CC1)O (N-boc-3-hydroxy-1,2,3,6-tetrahydropyridine), BrC1=C(C(=CC=C1)Br)O (2,6-dibromo-phenol). Yields the product BrC1=CC=CC2=C1OC1CN(CCC12)C(=O)OC(C)(C)C (Tert-butyl 8-bromo-3,4,4a,9a-tetrahydro[1]benzofuro[2,3-c]pyridine-2(1H)-carboxylate). RXN SMILES: CO[C:3]1[CH:8]=[CH:7][C:6]2[CH:9]3[CH2:14][CH2:13][N:12]([C:15]([O:17][C:18]([CH3:21])([CH3:20])[CH3:19])=[O:16])[CH2:11][CH:10]3[O:22][C:5]=2[CH:4]=1.C(N1CC=CC(O)C1)(OC(C)(C)C)=O.[Br:37]C1C=CC=C(Br)C=1O>>[Br:37][C:4]1[C:5]2[O:22][CH:10]3[CH:9]([C:6]=2[CH:7]=[CH:8][CH:3]=1)[CH2:14][CH2:13][N:12]([C:15]([O:17][C:18]([CH3:21])([CH3:20])[CH3:19])=[O:16])[CH2:11]3. Procedure details: Prepared as described for tert-butyl 7-methoxy-3,4,4a,9a-tetrahydro[1]benzofuro[2,3-c]pyridine-2(1H)-carboxylate starting from N-boc-3-hydroxy-1,2,3,6-tetrahydropyridine and 2,6-dibromo-phenol. Reactants: mercuric sulphate, C(C)N(CC#CCCCC1=CC2=C(C=C1)OCO2)CC (1-diethylamino-6-(3,4-methylenedioxyphenyl)hex-2-yne), C([O-])([O-])=O.[K+].[K+] (potassium carbonate). Run in S(O)(O)(=O)=O (sulphuric acid). Product: C(C)N(CCC(CCCC1=CC(=C(C=C1)O)O)=O)CC (1-diethylamino-6-(3,4-dihydroxyphenyl)hexan-3-one). RXN SMILES: [CH2:1]([N:3]([CH2:19][CH3:20])[CH2:4][C:5]#[C:6][CH2:7][CH2:8][CH2:9][C:10]1[CH:15]=[CH:14][C:13]2[O:16]C[O:18][C:12]=2[CH:11]=1)[CH3:2].C(=O)([O-])[O-:22].[K+].[K+]>S(=O)(=O)(O)O>[CH2:1]([N:3]([CH2:19][CH3:20])[CH2:4][CH2:5][C:6](=[O:22])[CH2:7][CH2:8][CH2:9][C:10]1[CH:15]=[CH:14][C:13]([OH:16])=[C:12]([OH:18])[CH:11]=1)[CH3:2] |f:1.2.3|. Reported procedure: Add mercuric sulphate (0.27 g) to a swirled solution of 1-diethylamino-6-(3,4-methylenedioxyphenyl)hex-2-yne (3 g) in 10% aqueous sulphuric acid (15 cc) and heat the mixture for 90 minutes at 75° in an atmosphere of nitrogen. Filter the cooled reaction mixture and add solid potassium carbonate to pH 8.5. Extract the product with ether; wash and dry and evaporate the solvent to leave as residue crude 1-diethylamino-6-(3,4-dihydroxyphenyl)hexan-3-one.